From a dataset of the Open Reaction Database (ORD), a public repository of structured organic reaction records. describe an organic reaction: reactants, conditions, products, and yield Starting materials: C(#N)CC(=O)N (2-cyanoacetamide), [Na] (sodium), ClC=1C=C(CN=[N+]=[N-])C=CC1Cl (3,4-dichlorobenzyl azide). Solvent: C(C)O (ethanol). Reaction conditions: temperature 0 celsius, time 1 hour. Product: ClC=1C=C(CN2N=NC(=C2N)C(=O)N)C=CC1Cl (1-(3,4-dichlorobenzyl)-5-amino-1,2,3-triazole-4-carboxamide). The yield is 67.0%. As a reaction SMILES: [C:1]([CH2:3][C:4]([NH2:6])=[O:5])#[N:2].[Na].[Cl:8][C:9]1[CH:10]=[C:11]([CH:16]=[CH:17][C:18]=1[Cl:19])[CH2:12][N:13]=[N+:14]=[N-:15]>C(O)C>[Cl:8][C:9]1[CH:10]=[C:11]([CH:16]=[CH:17][C:18]=1[Cl:19])[CH2:12][N:13]1[C:1]([NH2:2])=[C:3]([C:4]([NH2:6])=[O:5])[N:15]=[N:14]1 |^1:6|. Procedure: A stirred mixture of 3,4-dichlorobenzyl chloride (12.6 g, 64.5 mmol) and sodium azide (7.0 g, 0.11 mole) in absolute ethanol (70 ml) was refluxed for 4.75 hours, cooled and filtered to provide a solution of 3,4-dichlorobenzyl azide. Separately, 2-cyanoacetamide (5.5 g, 65 mmol) was added to a 35° C. solution of sodium (1.5 g, 65 mmol) in absolute ethanol (125 ml), and to the resulting suspension was added the above azide solution dropwise over 10 minutes. The combined mixtures were refluxed for ...